From a dataset of the Open Reaction Database (ORD), a public repository of structured organic reaction records. describe an organic reaction: reactants, conditions, products, and yield The reactants are product, COC1=CC=C(C(=N1)N1CCOCC1)[N+](=O)[O-] (4-(6-methoxy-3-nitropyrid-2-yl)morpholine), C1=CCCCC1 (cyclohexene). The reagents and catalysts are [Pd] (palladium-on-charcoal). The solvent is C(C)O (ethanol). The product is COC1=CC=C(C(=N1)N1CCOCC1)N (6-methoxy-2-morpholin-4-ylpyrid-3-ylamine). As a reaction SMILES: [CH3:1][O:2][C:3]1[N:8]=[C:7]([N:9]2[CH2:14][CH2:13][O:12][CH2:11][CH2:10]2)[C:6]([N+:15]([O-])=O)=[CH:5][CH:4]=1.C1CCCCC=1>[Pd].C(O)C>[CH3:1][O:2][C:3]1[N:8]=[C:7]([N:9]2[CH2:10][CH2:11][O:12][CH2:13][CH2:14]2)[C:6]([NH2:15])=[CH:5][CH:4]=1. Reported procedure: 6.19 g (0.026 mol) of the product 4-(6-methoxy-3-nitropyrid-2-yl)morpholine synthesized according to the above procedure, 50 ml of ethanol, 20 ml of cyclohexene and 2 g of palladium-on-charcoal were placed in a fully equipped round-bottomed flask. Reactants: C1(CC1)C(CC(=O)O)(C)NC(=O)C1=NC=C(C(=C1)O[C@H](C(F)(F)F)C)C1CC1 (3-cyclopropyl-3-[[5-cyclopropyl-4-[(1S)-2,2,2-trifluoro-1-methyl-ethoxy]pyridine-2-carbonyl]amino]butanoic acid), [Cl-].[NH4+] (ammonium chloride). Product: NC(CC(C)(C1CC1)NC(=O)C1=NC=C(C(=C1)O[C@H](C(F)(F)F)C)C1CC1)=O (N-(4-amino-2-cyclopropyl-4-oxobutan-2-yl)-5-cyclopropyl-4-[(2S)-1,1,1-trifluoropropan-2-yl]oxypyridine-2-carboxamide). RXN SMILES: [CH:1]1([C:4]([NH:10][C:11]([C:13]2[CH:18]=[C:17]([O:19][C@@H:20]([CH3:25])[C:21]([F:24])([F:23])[F:22])[C:16]([CH:26]3[CH2:28][CH2:27]3)=[CH:15][N:14]=2)=[O:12])([CH3:9])[CH2:5][C:6](O)=[O:7])[CH2:3][CH2:2]1.[Cl-].[NH4+:30]>>[NH2:30][C:6](=[O:7])[CH2:5][C:4]([NH:10][C:11]([C:13]1[CH:18]=[C:17]([O:19][C@@H:20]([CH3:25])[C:21]([F:23])([F:24])[F:22])[C:16]([CH:26]2[CH2:27][CH2:28]2)=[CH:15][N:14]=1)=[O:12])([CH:1]1[CH2:2][CH2:3]1)[CH3:9] |f:1.2|. Procedure: The title compound was synthesized in analogy to Example 112e, using 3-cyclopropyl-3-[[5-cyclopropyl-4-[(1S)-2,2,2-trifluoro-1-methyl-ethoxy]pyridine-2-carbonyl]amino]butanoic acid (example 247b) and ammonium chloride as starting materials and isolated (150 mg, 72%); MS (ESI, m/z): 400.2 (M+H+). Starting materials: CC(C(CC(CC1=CC(=CC=C1)C(F)(F)F)=O)=O)CC (5-methyl-1-(3-trifluoromethylphenyl)-2,4-heptanedione), COC(N(C)C)OC (N,N-dimethylformamide dimethyl acetal), Cl.CN (methylamine hydrochloride). The product is CN1C=C(C(C(=C1)C1=CC(=CC=C1)C(F)(F)F)=O)C(C(CC)C)=O (1-Methyl-3-(2-methylbutyryl)-5-(3-trifluoromethylphenyl)-4(1H)-pyridinone). As a reaction SMILES: [CH3:1][CH:2]([CH2:19][CH3:20])[C:3](=[O:18])[CH2:4][C:5](=[O:17])[CH2:6][C:7]1[CH:12]=[CH:11][CH:10]=[C:9]([C:13]([F:16])([F:15])[F:14])[CH:8]=1.CO[CH:23](OC)[N:24]([CH3:26])[CH3:25].Cl.CN>>[CH3:23][N:24]1[CH:26]=[C:6]([C:7]2[CH:12]=[CH:11][CH:10]=[C:9]([C:13]([F:14])([F:15])[F:16])[CH:8]=2)[C:5](=[O:17])[C:4]([C:3](=[O:18])[CH:2]([CH3:1])[CH2:19][CH3:20])=[CH:25]1 |f:2.3|. Reported procedure: A 1.3 g. portion of impure 5-methyl-1-(3-trifluoromethylphenyl)-2,4-heptanedione was reacted with 50 ml. of N,N-dimethylformamide dimethyl acetal, and then with 2 g. of methylamine hydrochloride as described in Example 12. The impure product was purified as described in Example 12, except that the final product was subjected to an additional step of trituration under hexane to obtain 0.08 g. of the desired product, m.p. 109°-111°, showing the following nmr peaks in CDCl3 : δ7.3-8.1 (m, 6H, aroma... Reactants: CO, COc1cc(OC)c2c(Nc3ccc(F)c(Cl)c3)ncnc2c1, Cl, N, c1ccncc1, c1ccncc1. The product is COc1cc(O)c2c(Nc3ccc(F)c(Cl)c3)ncnc2c1. As a reaction SMILES: [CH3:38][OH:39].[Cl:8][c:9]1[cH:10][c:11]([NH:16][c:17]2[n:18][cH:19][n:20][c:21]3[cH:22][c:23]([O:29][CH3:30])[cH:24][c:25]([O:27][CH3:28])[c:26]23)[cH:12][cH:13][c:14]1[F:15].[ClH:1].[NH3:37].[cH:31]1[cH:32][cH:33][n:34][cH:35][cH:36]1.[n:2]1[cH:3][cH:4][cH:5][cH:6][cH:7]1>>[Cl:8][c:9]1[cH:10][c:11]([NH:16][c:17]2[n:18][cH:19][n:20][c:21]3[cH:22][c:23]([O:29][CH3:30])[cH:24][c:25]([OH:27])[c:26]23)[cH:12][cH:13][c:14]1[F:15].